This data is from the Open Reaction Database (ORD), a public repository of structured organic reaction records. The task is: describe an organic reaction: reactants, conditions, products, and yield The reactants are FC1=CC=C(S1)C(=O)O (5-Fluoro-thiophene-2-carboxylic acid), S(=O)(Cl)Cl (thionyl chloride), CN(C)C=O (DMF). The solvent is C(Cl)Cl (methylene chloride). Yields the product FC1=CC=C(S1)C(=O)Cl (5-Fluoro-thiophene-2-carbonyl chloride). Yield: 81.2%. Reaction SMILES: [F:1][C:2]1[S:6][C:5]([C:7]([OH:9])=O)=[CH:4][CH:3]=1.S(Cl)([Cl:12])=O.CN(C=O)C>C(Cl)Cl>[F:1][C:2]1[S:6][C:5]([C:7]([Cl:12])=[O:9])=[CH:4][CH:3]=1. Reported procedure: A mixture of the title compound of Example 2 (200 mg, 1.37 mmol), thionyl chloride (500 μl, 6.85 mmol) and DMF (20 μl) in dry methylene chloride was refluxed for 2 hours. The solvents were evaporated and the residue dried in vacuo to give 183 mg (81%) of the title product as a brown solid, mp 123-5 C. 1H-NMR (CDCl3): δ 7.74 (m, 1H), 6.64 (m, 1H),). GC-MS (m/e, %) 166/164 (M+, 11), 129(100).